This data is from the Open Reaction Database (ORD), a public repository of structured organic reaction records. The task is: describe an organic reaction: reactants, conditions, products, and yield Reactants: ClCCN1CCCC1 (1-chloro-2-pyrrolidino ethane), ice, O.O.Cl.Cl.C12(CC3CC(CC(C1)C3)C2)OC2=CC=C(N(CCN3CCCC3)C)C=C2 (4-adamantyloxy-N-methyl-N-(2-pyrrolidinoethyl)aniline dihydrochloride dihydrate), CNC1=CC=C(C=C1)OC12CC3CC(CC(C1)C3)C2 (N-Methyl-p-(1-adamantyloxy)aniline), [Li]CCCC (BuLi). Solvent: C1(=CC=CC=C1)C (toluene), C1CCOC1 (THF), C1CCOC1 (THF), CO (MeOH), C1=CC=CC=C1 (C6H6), CCCCC (pentane). Conditions: time 1 hour. The product is O.O.Cl.Cl.C12(CC3CC(CC(C1)C3)C2)C(=O)OC2=CC=C(N(CCN3CCCC3)C)C=C2 (4-Adamantoyloxy-N-methyl-N-(2-pyrrolidinoethyl)aniline Dihydrochloride Dihydrate). Reaction SMILES: CNC1C=CC([O:9][C:10]23[CH2:19][CH:14]4[CH2:15][CH:16]([CH2:18][CH:12]([CH2:13]4)[CH2:11]2)[CH2:17]3)=CC=1.[Li]CCCC.[Cl:25]CCN1CCCC1.[OH2:33].O.[ClH:35].Cl.[C:37]12([O:47][C:48]3[CH:62]=[CH:61][C:51]([N:52]([CH3:60])[CH2:53][CH2:54][N:55]4[CH2:59][CH2:58][CH2:57][CH2:56]4)=[CH:50][CH:49]=3)CC3CC(CC(C3)C1)C2>CCCCC.C1C=CC=CC=1.C1COCC1.C1(C)C=CC=CC=1.CO>[OH2:9].[OH2:47].[ClH:25].[ClH:35].[C:10]12([C:37]([O:47][C:48]3[CH:62]=[CH:61][C:51]([N:52]([CH3:60])[CH2:53][CH2:54][N:55]4[CH2:59][CH2:58][CH2:57][CH2:56]4)=[CH:50][CH:49]=3)=[O:33])[CH2:19][CH:14]3[CH2:15][CH:16]([CH2:18][CH:12]([CH2:13]3)[CH2:11]1)[CH2:17]2 |f:3.4.5.6.7,13.14.15.16.17|. Procedure details: To an ice:MeOH cooled solution of 2.0 g. (0.0078 mole) of N-Methyl-p-(1-adamantyloxy)aniline in 20 ml. THF was added 4.75 ml. of 1.64N BuLi in pentane. A solution of a 1:1 mixture of toluene, and 1-chloro-2-pyrrolidino ethane (2.08 g.) in 20 ml. THF was then added and the mixture stirred at room temperature for 1 hour and at reflux for 18 hours. The solution was allowed to cool, diluted with C6H6 and washed with H2O and brine. The residue remaining when the organic fraction was taken to dryness ... The reactants are COC(=O)c1cccc(-c2cccc(NCCNCC(O)c3cccc(Cl)c3)c2)c1, CO, Cl, [Li+], [OH-], O, O. Yields the product O=C(O)c1cccc(-c2cccc(NCCNCC(O)c3cccc(Cl)c3)c2)c1. Reaction SMILES: [CH3:1][O:2][C:3](=[O:4])[c:5]1[cH:6][c:7](-[c:11]2[cH:12][c:13]([NH:17][CH2:18][CH2:19][NH:20][CH2:21][CH:22]([OH:23])[c:24]3[cH:25][c:26]([Cl:30])[cH:27][cH:28][cH:29]3)[cH:14][cH:15][cH:16]2)[cH:8][cH:9][cH:10]1.[CH3:35][OH:36].[ClH:34].[Li+:33].[OH-:32].[OH2:31].[OH2:37]>>[O:2]=[C:3]([OH:4])[c:5]1[cH:6][c:7](-[c:11]2[cH:12][c:13]([NH:17][CH2:18][CH2:19][NH:20][CH2:21][CH:22]([OH:23])[c:24]3[cH:25][c:26]([Cl:30])[cH:27][cH:28][cH:29]3)[cH:14][cH:15][cH:16]2)[cH:8][cH:9][cH:10]1. Reactants: C(CC)C1=CC=C(N1CC1=CC=C(C=C1)C1=C(C=CC=C1)C(=O)OC(C)(C)C)C(=O)OCC (Ethyl 5-n-propyl-1-[(2'-t-butoxycarbonylbiphenyl-4-yl)methyl]pyrrole-2-carboxylate), C(=O)O (formic acid). Solvent: O (water). Yields the product C(CC)C1=CC=C(N1CC1=CC=C(C=C1)C1=C(C=CC=C1)C(=O)O)C(=O)OCC (Ethyl 5-n-propyl-1-[(2'-carboxybiphenyl-4-yl)methyl]pyrrole-2-carboxylate). Isolated yield 79.9%. Reaction SMILES: [CH2:1]([C:4]1[N:8]([CH2:9][C:10]2[CH:15]=[CH:14][C:13]([C:16]3[CH:21]=[CH:20][CH:19]=[CH:18][C:17]=3[C:22]([O:24]C(C)(C)C)=[O:23])=[CH:12][CH:11]=2)[C:7]([C:29]([O:31][CH2:32][CH3:33])=[O:30])=[CH:6][CH:5]=1)[CH2:2][CH3:3].C(O)=O>O>[CH2:1]([C:4]1[N:8]([CH2:9][C:10]2[CH:15]=[CH:14][C:13]([C:16]3[CH:21]=[CH:20][CH:19]=[CH:18][C:17]=3[C:22]([OH:24])=[O:23])=[CH:12][CH:11]=2)[C:7]([C:29]([O:31][CH2:32][CH3:33])=[O:30])=[CH:6][CH:5]=1)[CH2:2][CH3:3]. Reported procedure: Ethyl 5-n-propyl-1-[(2'-t-butoxycarbonylbiphenyl-4-yl)methyl]pyrrole-2-carboxylate (600 mg, 1.34 mmol) was stirred with formic acid (6 ml) at room temperature for 4 hours (slowly dissolved to a homogenous yellow solution). The mixture was diluted to about 50 ml with water to give a white precipitate which was filtered and subsequently purified by flash chromatography on silica gel (10% EtOAc/hexanes) to give 419 mg (80%) of the compound; m.p. 111-115° C. Reactants: C[Si](C)(C)Cl (Trimethylsilyl chloride), C1(CC(CCC1)=O)=O (cyclohexane-1,3-dione), C(=O)C1=CC=C(C#N)C=C1 (4-formylbenzonitrile), FC(C1=NC=CC(=C1)NC(=O)N)(F)F (1-(2-(trifluoromethyl)pyridin-4-yl)urea). The solvent is CN(C=O)C (N,N-dimethyl-formamide), C(C)#N (acetonitrile), O (water). Conditions: time 1.5 hour. The product is C(#N)C1=CC=C(C=C1)C(NC(=O)NC1=CC(=NC=C1)C(F)(F)F)C1=C(CCCC1=O)O (1-((4-Cyanophenyl)(2-hydroxy-6-oxocyclohex-1-enyl)methyl)-3-(2-(trifluoromethyl)-pyridin-4-yl)urea). RXN SMILES: C[Si](Cl)(C)C.[C:6]1(=[O:13])[CH2:11][CH2:10][CH2:9][C:8](=[O:12])[CH2:7]1.[CH:14]([C:16]1[CH:23]=[CH:22][C:19]([C:20]#[N:21])=[CH:18][CH:17]=1)=O.[F:24][C:25]([F:37])([F:36])[C:26]1[CH:31]=[C:30]([NH:32][C:33]([NH2:35])=[O:34])[CH:29]=[CH:28][N:27]=1>CN(C)C=O.C(#N)C.O>[C:20]([C:19]1[CH:22]=[CH:23][C:16]([CH:14]([C:7]2[C:8](=[O:12])[CH2:9][CH2:10][CH2:11][C:6]=2[OH:13])[NH:35][C:33]([NH:32][C:30]2[CH:29]=[CH:28][N:27]=[C:26]([C:25]([F:24])([F:36])[F:37])[CH:31]=2)=[O:34])=[CH:17][CH:18]=1)#[N:21]. Procedure: Trimethylsilyl chloride (187 μL, 1.47 mmol) is added to a solution of cyclohexane-1,3-dione (150 mg, 1.34 mmol), 4-formylbenzonitrile (175 mg, 1.34 mmol) and 1-(2-(trifluoromethyl)pyridin-4-yl)urea (274 mg, 1.34 mmol) in a mixture of N,N-dimethyl-formamide (1.0 mL) and acetonitrile (1.8 mL), and the mixture is stirred at room temperature for 1.5 h. The reaction mixture is cooled to room temperature and poured into a mixture of water and ice. The mixture is filtered, and the precipitate is washed... Starting materials: Cc1ccccc1, CCCN, COCC(Cl)C=O. Yields the product CCCNC(C=O)COC. Reaction SMILES: [CH3:12][c:13]1[cH:14][cH:15][cH:16][cH:17][cH:18]1.[CH3:8][CH2:9][CH2:10][NH2:11].[Cl:1][CH:2]([CH:3]=[O:4])[CH2:5][O:6][CH3:7]>>[CH:2]([CH:3]=[O:4])([CH2:5][O:6][CH3:7])[NH:11][CH2:10][CH2:9][CH3:8]. The reactants are solution, CN (methylamine), OC1CC=2C=3C(C(=NSCC13)N(C(=O)OC(C)(C)C)C(=O)OC(C)(C)C)=NN(N2)CC2=NC=C(C(=C2C)OC)C (Di-tert-butyl {8-hydroxy-2-[(4-methoxy-3,5-dimethylpyridin-2-yl)methyl]-2,7,8,9-tetrahydro-6-thia-1,2,3,5-tetraazabenzo[cd]azulen-4-yl}imidodicarbonate), ClCCl (dichloromethane), ClC(Cl)(OC(OC(Cl)(Cl)Cl)=O)Cl (triphosgene). The solvent is O1CCCC1 (tetrahydrofuran), N1=CC=CC=C1 (pyridine). Yields the product CNC(OC1CC=2C=3C(C(=NSCC13)N)=NN(N2)CC2=NC=C(C(=C2C)OC)C)=O (4-Amino-2-[(4-methoxy-3,5-dimethylpyridin-2-yl)methyl]-2,7,8,9-tetrahydro-6-thia-1,2,3,5-tetraazabenzo[cd]azulen-8-yl methylcarbamate). Yield: 22.0%. RXN SMILES: OC1[C:11]2[CH2:10][S:9][N:8]=[C:7]([N:12](C(OC(C)(C)C)=O)C(OC(C)(C)C)=O)[C:6]3=[N:27][N:28]([CH2:30][C:31]4[C:36]([CH3:37])=[C:35]([O:38][CH3:39])[C:34]([CH3:40])=[CH:33][N:32]=4)[N:29]=[C:4]([C:5]=23)[CH2:3]1.ClCCl.ClC(Cl)(O[C:48](=[O:54])[O:49][C:50](Cl)(Cl)Cl)Cl.[CH3:56][NH2:57]>O1CCCC1.N1C=CC=CC=1>[CH3:56][NH:57][C:48](=[O:54])[O:49][CH:50]1[C:11]2[CH2:10][S:9][N:8]=[C:7]([NH2:12])[C:6]3=[N:27][N:28]([CH2:30][C:31]4[C:36]([CH3:37])=[C:35]([O:38][CH3:39])[C:34]([CH3:40])=[CH:33][N:32]=4)[N:29]=[C:4]([C:5]=23)[CH2:3]1. Procedure: A mixture composed of di-tert-butyl {8-hydroxy-2-[(4-methoxy-3,5-dimethylpyridin-2-yl)methyl]-2,7,8,9-tetrahydro-6-thia-1,2,3,5-tetraazabenzo[cd]azulen-4-yl}imidodicarbonate of Example 32 (40 mg), dehydrated dichloromethane (1 mL), pyridine (11 μL) and triphosgene (8.7 mg) was stirred under cooling in an ice bath for three hours. A 2 N solution of methylamine in tetrahydrofuran (0.6 mL) was added to the reaction mixture. Then, the ice bath was removed and the mixture was stirred for 17 hours. Af... RXN SMILES: [N:18]([O-:19])=[O:20].[NH2:1][c:2]1[cH:3][c:4]([CH:12]2[CH2:13][C:14](=[O:17])[NH:15][CH2:16]2)[c:5]([N+:9](=[O:10])[O-:11])[cH:6][c:7]1[Cl:8].[Na+:21].[OH2:22].[S:23](=[O:24])(=[O:25])([OH:26])[OH:27]>>[cH:2]1[cH:3][c:4]([CH:12]2[CH2:13][C:14](=[O:17])[NH:15][CH2:16]2)[c:5]([N+:9](=[O:10])[O-:11])[cH:6][c:7]1[Cl:8]. Yields the product O=C1CC(c2ccc(Cl)cc2[N+](=O)[O-])CN1. The reactants are O=N[O-], Nc1cc(C2CNC(=O)C2)c([N+](=O)[O-])cc1Cl, [Na+], O, O=S(=O)(O)O. Reactants: C1CCOC1, COC(=O)CCCCCCN1C(=O)CCCC1C=O, [H-], [Na+], CCCCCC(=O)CP(=O)(OC)OC. The product is CCCCCC(=O)C=CC1CCCC(=O)N1CCCCCCC(=O)OC. RXN SMILES: [CH2:36]1[O:37][CH2:38][CH2:39][CH2:40]1.[CH3:17][O:18][C:19]([CH2:20][CH2:21][CH2:22][CH2:23][CH2:24][CH2:25][N:26]1[CH:27]([CH:33]=[O:34])[CH2:28][CH2:29][CH2:30][C:31]1=[O:32])=[O:35].[H-:1].[Na+:2].[O:3]=[C:4]([CH2:5][P:6](=[O:7])([O:8][CH3:9])[O:10][CH3:11])[CH2:12][CH2:13][CH2:14][CH2:15][CH3:16]>>[O:3]=[C:4]([CH:5]=[CH:33][CH:27]1[N:26]([CH2:25][CH2:24][CH2:23][CH2:22][CH2:21][CH2:20][C:19]([O:18][CH3:17])=[O:35])[C:31](=[O:32])[CH2:30][CH2:29][CH2:28]1)[CH2:12][CH2:13][CH2:14][CH2:15][CH3:16]. Reactants: solution, C[Si](C)(C)[N-][Si](C)(C)C.[K+] (potassium bis(trimethylsilyl)amide), C(C1=CC=CC=C1)=O (benzaldehyde), C1COCCOCCOCCOCCOCCO1 (18-crown-6), FC(COP(=O)(OCC(F)(F)F)CC(=O)OC)(F)F (methyl [bis(2,2,2-trifluoroethoxy)-phosphoryl]acetate). The solvent is C1(=CC=CC=C1)C (toluene), O1CCCC1 (tetrahydro-furan). Reaction conditions: temperature -78 celsius. The product is C1(=CC=CC=C1)\C=C/C(=O)OC (methyl (Z)-3-phenylacrylate). Reaction SMILES: C1OCCOCCOCCOCCOCCOC1.FC(F)(F)COP([CH2:31][C:32]([O:34][CH3:35])=[O:33])(OCC(F)(F)F)=O.C[Si]([N-][Si](C)(C)C)(C)C.[K+].[CH:48](=O)[C:49]1[CH:54]=[CH:53][CH:52]=[CH:51][CH:50]=1>O1CCCC1.C1(C)C=CC=CC=1>[C:49]1(/[CH:48]=[CH:31]\[C:32]([O:34][CH3:35])=[O:33])[CH:54]=[CH:53][CH:52]=[CH:51][CH:50]=1 |f:2.3|. Procedure details: 9.4 g of 18-crown-6 and 1.7 ml of methyl [bis(2,2,2-trifluoroethoxy)-phosphoryl]acetate are dissolved under argon in 120 ml of dry tetrahydro-furan and cooled to −78° C. 14.3 ml of a 0.5 molar solution of potassium bis(trimethylsilyl)amide in toluene are added to this mixture, followed by 0.85 ml of benzaldehyde. After stirring at −78° C. for thirty minutes, the reaction mixture is quenched by adding saturated ammonium chloride solution and extracted with five portions each of 50 ml of ethyl ace...